Dataset: the Open Reaction Database (ORD), a public repository of structured organic reaction records. Task: describe an organic reaction: reactants, conditions, products, and yield Reactants: BrC1=CC=C(C=C1)C(C(=O)O)O (2-(4-bromophenyl)-2-hydroxyacetic acid), COC(C)(C)OC (2,2-dimethoxypropane), CC1=CC=C(C=C1)S(=O)(=O)O (4-methylbenzene-1-sulfonic acid). Solvent: CO (MeOH). Conditions: temperature 55 celsius, time 8 hour. Product: BrC1=CC=C(C=C1)C(C(=O)OC)O (Methyl 2-(4-bromophenyl)-2-hydroxyacetate). Reaction SMILES: [Br:1][C:2]1[CH:7]=[CH:6][C:5]([CH:8]([OH:12])[C:9]([OH:11])=[O:10])=[CH:4][CH:3]=1.[CH3:13]OC(OC)(C)C.CC1C=CC(S(O)(=O)=O)=CC=1>CO>[Br:1][C:2]1[CH:3]=[CH:4][C:5]([CH:8]([OH:12])[C:9]([O:11][CH3:13])=[O:10])=[CH:6][CH:7]=1. Reported procedure: To a solution of 2-(4-bromophenyl)-2-hydroxyacetic acid (5.0 g, 22 mmol) in MeOH (10 mL) was added 2,2-dimethoxypropane (3.4 g, 33 mmol) and 4-methylbenzene-1-sulfonic acid (2.0 mg, 0.010 mmol). The resulting solution was stirred overnight at 55° C. and allowed to cool to rt. The resulting mixture was concentrated under reduced pressure and poured into water (100 mL). The solids were collected by filtration and washed with hexanes (2×20 mL) to obtain compound 50a as a gray solid. 1H-NMR (300 MHz... Reactants: Cc1ccccc1, CC(C)(C)OC(=O)C=Cc1ccc(C(=C2C3CCCC2CCC3)c2ccc(O)cc2)cc1, ClCCl, O=C(O)C(F)(F)F. Yields the product O=C(O)C=Cc1ccc(C(=C2C3CCCC2CCC3)c2ccc(O)cc2)cc1. As a reaction SMILES: [CH3:43][c:44]1[cH:45][cH:46][cH:47][cH:48][cH:49]1.[CH:1]12[CH2:2][CH2:3][CH2:4][CH:5]([CH2:6][CH2:7][CH2:8]1)[C:9]2=[C:10]([c:11]1[cH:12][cH:13][c:14]([CH:17]=[CH:18][C:19](=[O:20])[O:21][C:22]([CH3:23])([CH3:24])[CH3:25])[cH:15][cH:16]1)[c:26]1[cH:27][cH:28][c:29]([OH:32])[cH:30][cH:31]1.[Cl:40][CH2:41][Cl:42].[F:33][C:34]([F:35])([F:36])[C:37]([OH:38])=[O:39]>>[CH:1]12[CH2:2][CH2:3][CH2:4][CH:5]([CH2:6][CH2:7][CH2:8]1)[C:9]2=[C:10]([c:11]1[cH:12][cH:13][c:14]([CH:17]=[CH:18][C:19](=[O:20])[OH:21])[cH:15][cH:16]1)[c:26]1[cH:27][cH:28][c:29]([OH:32])[cH:30][cH:31]1. The reactants are N1CCNCCC1 (homopiperazine), ClCC1=NC2=C(N1CCOCC)C=CC=C2 (2-chloromethyl-1-(2-ethoxyethyl)benzimidazole). Yields the product C(C)OCCN1C(=NC2=C1C=CC=C2)CN2CCNCCC2 (1-(2-ethoxyethyl)-2-(1-homopiperazinyl)methylbenzimidazole). Isolated yield 65.8%. As a reaction SMILES: [NH:1]1[CH2:7][CH2:6][CH2:5][NH:4][CH2:3][CH2:2]1.Cl[CH2:9][C:10]1[N:14]([CH2:15][CH2:16][O:17][CH2:18][CH3:19])[C:13]2[CH:20]=[CH:21][CH:22]=[CH:23][C:12]=2[N:11]=1>>[CH2:18]([O:17][CH2:16][CH2:15][N:14]1[C:13]2[CH:20]=[CH:21][CH:22]=[CH:23][C:12]=2[N:11]=[C:10]1[CH2:9][N:1]1[CH2:7][CH2:6][CH2:5][NH:4][CH2:3][CH2:2]1)[CH3:19]. Procedure details: In the same manner as described in Example 1, homopiperazine (8.0 g) and 2-chloromethyl-1-(2-ethoxyethyl)benzimidazole (2.4 g) obtained in the same manner as described in Reference Example 3 are reacted to give 1-(2-ethoxyethyl)-2-(1-homopiperazinyl)methylbenzimidazole (2.0 g) as a pale yellow liquid. This liquid is treated with fumaric acid (1.15 g,), and the crude crystal thus obtained is recrystallized from a mixed solvent of ethyl acetate-ethanol to give 1-(2-ethoxyethyl)-2-(1-homopiperaziny... Reactants: ClC=1N=C(C2=C(N1)C=CC(=N2)CN2CCC(CC2)C(C)(C)O)N2CCOCC2 (2-(1-((2-chloro-4-morpholinopyrido[3,2-d]pyrimidin-6-yl)methyl)piperidin-4-yl)propan-2-ol), C(CCC)[Sn](C1=CC=CC=2N1N=CN2)(CCCC)CCCC (5-(tributylstannyl)-[1,2,4]triazolo[1,5-a]pyridine). Reagents/catalysts: [Cu]I (CuI), C=1C=CC(=CC1)[P](C=2C=CC=CC2)(C=3C=CC=CC3)[Pd]([P](C=4C=CC=CC4)(C=5C=CC=CC5)C=6C=CC=CC6)([P](C=7C=CC=CC7)(C=8C=CC=CC8)C=9C=CC=CC9)[P](C=1C=CC=CC1)(C=1C=CC=CC1)C=1C=CC=CC1 (tetrakis(triphenylphosphine)palladium). Run in C1CCOC1 (THF). Run at temperature 140 celsius. The product is N=1C=NN2C1C=CC=C2C=2N=C(C1=C(N2)C=CC(=N1)CN1CCC(CC1)C(C)(C)O)N1CCOCC1 (2-(1-((2-([1,2,4]triazolo[1,5-a]pyridin-5-yl)-4-morpholinopyrido[3,2-d]pyrimidin-6-yl)methyl)piperidin-4-yl)propan-2-ol). Reaction SMILES: Cl[C:2]1[N:3]=[C:4]([N:23]2[CH2:28][CH2:27][O:26][CH2:25][CH2:24]2)[C:5]2[N:11]=[C:10]([CH2:12][N:13]3[CH2:18][CH2:17][CH:16]([C:19]([OH:22])([CH3:21])[CH3:20])[CH2:15][CH2:14]3)[CH:9]=[CH:8][C:6]=2[N:7]=1.C([Sn](CCCC)(CCCC)[C:34]1[N:39]2[N:40]=[CH:41][N:42]=[C:38]2[CH:37]=[CH:36][CH:35]=1)CCC>C1COCC1.[Cu]I.C1C=CC([P]([Pd]([P](C2C=CC=CC=2)(C2C=CC=CC=2)C2C=CC=CC=2)([P](C2C=CC=CC=2)(C2C=CC=CC=2)C2C=CC=CC=2)[P](C2C=CC=CC=2)(C2C=CC=CC=2)C2C=CC=CC=2)(C2C=CC=CC=2)C2C=CC=CC=2)=CC=1>[N:42]1[CH:41]=[N:40][N:39]2[C:34]([C:2]3[N:3]=[C:4]([N:23]4[CH2:28][CH2:27][O:26][CH2:25][CH2:24]4)[C:5]4[N:11]=[C:10]([CH2:12][N:13]5[CH2:18][CH2:17][CH:16]([C:19]([OH:22])([CH3:21])[CH3:20])[CH2:15][CH2:14]5)[CH:9]=[CH:8][C:6]=4[N:7]=3)=[CH:35][CH:36]=[CH:37][C:38]=12 |^1:61,63,82,101|. Procedure: 2-(1-((2-Chloro-4-morpholinopyrido[3,2-d]pyrimidin-6-yl)methyl)piperidin-4-yl)propan-2-ol from Example 8 (50 mg, 0.12 mmol) was dissolved in 2 mL of THF and treated with CuI (1.2 mg, 0.006 mmol) and 5-(tributylstannyl)-[1,2,4]triazolo[1,5-a]pyridine (65.4 mg, 0.16 mmol). The solution was sparged with bubbling nitrogen and tetrakis(triphenylphosphine)palladium (0) (7 mg, 0.006 mmol) was added. The mixture was heated in an Agilent microwave (140° C., 20 min). The solution was cooled to room temper... The reactants are CSc1ccc(-c2cnc3ccc(Br)cn23)s1, Cc1ccccc1, CCO, OB(O)c1cn(C(c2ccccc2)(c2ccccc2)c2ccccc2)nc1-c1ccc(F)cc1, [Na+], [Na+], O=C([O-])[O-]. Yields the product CSc1ccc(-c2cnc3ccc(-c4cn(C(c5ccccc5)(c5ccccc5)c5ccccc5)nc4-c4ccc(F)cc4)cn23)s1. As a reaction SMILES: [Br:35][c:36]1[cH:37][cH:38][c:39]2[n:40]([cH:41]1)[c:42](-[c:45]1[s:46][c:47]([S:50][CH3:51])[cH:48][cH:49]1)[cH:43][n:44]2.[CH3:52][c:53]1[cH:54][cH:55][cH:56][cH:57][cH:58]1.[CH3:65][CH2:66][OH:67].[F:1][c:2]1[cH:3][cH:4][c:5](-[c:8]2[n:9][n:10]([C:16]([c:17]3[cH:18][cH:19][cH:20][cH:21][cH:22]3)([c:23]3[cH:24][cH:25][cH:26][cH:27][cH:28]3)[c:29]3[cH:30][cH:31][cH:32][cH:33][cH:34]3)[cH:11][c:12]2[B:13]([OH:14])[OH:15])[cH:6][cH:7]1.[Na+:59].[Na+:60].[O-:61][C:62](=[O:63])[O-:64]>>[F:1][c:2]1[cH:3][cH:4][c:5](-[c:8]2[n:9][n:10]([C:16]([c:17]3[cH:18][cH:19][cH:20][cH:21][cH:22]3)([c:23]3[cH:24][cH:25][cH:26][cH:27][cH:28]3)[c:29]3[cH:30][cH:31][cH:32][cH:33][cH:34]3)[cH:11][c:12]2-[c:36]2[cH:37][cH:38][c:39]3[n:40]([cH:41]2)[c:42](-[c:45]2[s:46][c:47]([S:50][CH3:51])[cH:48][cH:49]2)[cH:43][n:44]3)[cH:6][cH:7]1. Starting materials: CC(C)(C)OC(=O)N1C(=O)C2(F)CCCC2c2cc(Br)ccc21, CCOC(C)=O, ClCCl, O, O=C(O)C(F)(F)F. The product is O=C1Nc2ccc(Br)cc2C2CCCC12F. Reaction SMILES: [C:1]([O:2][C:3](=[O:4])[N:8]1[C:9](=[O:23])[C:10]2([F:22])[CH:11]([c:12]3[cH:13][c:14]([Br:18])[cH:15][cH:16][c:17]31)[CH2:19][CH2:20][CH2:21]2)([CH3:5])([CH3:6])[CH3:7].[CH3:35][CH2:36][O:37][C:38](=[O:39])[CH3:40].[Cl:31][CH2:32][Cl:33].[OH2:34].[OH:24][C:25]([C:26]([F:27])([F:28])[F:29])=[O:30]>>[NH:8]1[C:9](=[O:23])[C:10]2([F:22])[CH:11]([c:12]3[cH:13][c:14]([Br:18])[cH:15][cH:16][c:17]31)[CH2:19][CH2:20][CH2:21]2. Reactants: cis- and trans-nerolidol, 10, CC(=CCC/C(=C\CCC(C)(C=C)O)/C)C (cis-nerolidol). Solvent: C(Cl)(Cl)(Cl)Cl (carbon tetrachloride). Product: CC(=CCC/C(=C/CCC(C)(C=C)O)/C)C (trans-nerolidol). RXN SMILES: [CH3:1][C:2]([CH3:16])=[CH:3][CH2:4][CH2:5]/[C:6](/[CH3:15])=[CH:7]\[CH2:8][CH2:9][C:10]([OH:14])([CH:12]=[CH2:13])[CH3:11]>C(Cl)(Cl)(Cl)Cl>[CH3:1][C:2]([CH3:16])=[CH:3][CH2:4][CH2:5]/[C:6](/[CH3:15])=[CH:7]/[CH2:8][CH2:9][C:10]([OH:14])([CH:12]=[CH2:13])[CH3:11]. Reported procedure: Next, 1,000 g. of a mixture of cis- and trans-nerolidol in a ratio of 40:60 were rectified using a rectifying column having about 40 theoretical plates at 135° - 140° C. of the column bottom temperature at 0.3 - 0.5 mmHg of reduced pressure under reflux ratio of 10 to obtain 183 g. of cis-nerolidol (0.3 mmHg). This yield was 46 percent of distillation yield for cis-isomer charged. Its refractive index was nD30 = 1.4753 and its NMR spectrum in carbon tetrachloride is shown in FIG. 4. 324 g. of tr... The reactants are OC1=CC=C(CNC2=NC(=NC(=N2)OCC(F)(F)F)NC2=CC=C(C(=O)OC)C=C2)C=C1 (methyl 4-(4-(4-hydroxybenzylamino)-6-(2,2,2-trifluoroethoxy)-1,3,5-triazin-2-ylamino)benzoate), BrCCC=C (4-bromobut-1-ene), C([O-])([O-])=O.[K+].[K+] (Potassium Carbonate). Solvent: CN(C)C=O (DMF), CCOC(=O)C (EtOAc). Run at temperature 65 celsius. The product is C(CC=C)OC1=CC=C(CNC2=NC(=NC(=N2)OCC(F)(F)F)NC2=CC=C(C(=O)OC)C=C2)C=C1 (methyl 4-(4-(4-(but-3-enyloxy)benzylamino)-6-(2,2,2-trifluoroethoxy)-1,3,5-triazin-2-ylamino)benzoate). The yield is 40.1%. RXN SMILES: [OH:1][C:2]1[CH:32]=[CH:31][C:5]([CH2:6][NH:7][C:8]2[N:13]=[C:12]([O:14][CH2:15][C:16]([F:19])([F:18])[F:17])[N:11]=[C:10]([NH:20][C:21]3[CH:30]=[CH:29][C:24]([C:25]([O:27][CH3:28])=[O:26])=[CH:23][CH:22]=3)[N:9]=2)=[CH:4][CH:3]=1.Br[CH2:34][CH2:35][CH:36]=[CH2:37].C(=O)([O-])[O-].[K+].[K+]>CN(C=O)C.CCOC(C)=O>[CH2:37]([O:1][C:2]1[CH:32]=[CH:31][C:5]([CH2:6][NH:7][C:8]2[N:13]=[C:12]([O:14][CH2:15][C:16]([F:19])([F:18])[F:17])[N:11]=[C:10]([NH:20][C:21]3[CH:30]=[CH:29][C:24]([C:25]([O:27][CH3:28])=[O:26])=[CH:23][CH:22]=3)[N:9]=2)=[CH:4][CH:3]=1)[CH2:36][CH:35]=[CH2:34] |f:2.3.4|. Reported procedure: To a solution of methyl 4-(4-(4-hydroxybenzylamino)-6-(2,2,2-trifluoroethoxy)-1,3,5-triazin-2-ylamino)benzoate (100 mg, 0.223 mmol) in DMF (2 mL) was added 4-bromobut-1-ene (90 mg, 0.668 mmol) and Potassium Carbonate (154 mg, 1.113 mmol). The mixture was heated to 65° C. for 16 h. After cooling to rt, the mixture was diluted with EtOAc, washed with water, and brine. The organic layer was dried over MgSO4 and concentrated. The crude product was purified by silica gel chromatography using 20-40% E...